describe an organic reaction: reactants, conditions, products, and yield From a dataset of the Open Reaction Database (ORD), a public repository of structured organic reaction records. Reactants: NC1=C(C=C(C=C1)Br)NC(C(C)(C)NC(OCC1=CC=CC=C1)=O)=O (benzyl {2-[(2-amino-5-bromophenyl)amino]-1,1-dimethyl-2-oxoethyl}carbamate), CC=1C=CC(=CC1)S(=O)(=O)O (p-TsOH). The solvent is CO (MeOH). Product: BrC1=CC2=C(NC(=N2)C(C)(C)NC(OCC2=CC=CC=C2)=O)C=C1 (Benzyl [1-(5-bromo-1H-benzimidazol-2-yl)-1-methylethyl]carbamate). Isolated yield 23.2%. RXN SMILES: [NH2:1][C:2]1[CH:7]=[CH:6][C:5]([Br:8])=[CH:4][C:3]=1[NH:9][C:10](=O)[C:11]([NH:14][C:15](=[O:24])[O:16][CH2:17][C:18]1[CH:23]=[CH:22][CH:21]=[CH:20][CH:19]=1)([CH3:13])[CH3:12].CC1C=CC(S(O)(=O)=O)=CC=1>CO>[Br:8][C:5]1[CH:6]=[CH:7][C:2]2[NH:1][C:10]([C:11]([NH:14][C:15](=[O:24])[O:16][CH2:17][C:18]3[CH:23]=[CH:22][CH:21]=[CH:20][CH:19]=3)([CH3:13])[CH3:12])=[N:9][C:3]=2[CH:4]=1. Reported procedure: A solution of benzyl {2-[(2-amino-5-bromophenyl)amino]-1,1-dimethyl-2-oxoethyl}carbamate (Preparation 28, 80 g, 0.2 mol) and p-TsOH (34 g, 0.2 mol) in anhydrous MeOH (1 L) was heated to reflux for 48 hours. The reaction was cooled, concentrated in vacuo and partitioned between DCM (1 L) and water (500 mL). The organic layer was collected, washed with water (200 mL), brine (200 mL), dried over Na2SO4 and concentrated to low volume to enable the precipitation of a yellow solid. The solid was colle... Reactants: ClCC[C@H](O)C1=NOC=C1 ((S)-α-(2-Chloroethyl)-3-isoxazolemethanol), FC=1C(=CC(=C(C#N)C1)O)C (5-fluoro-2-hydroxy-4-methylbenzonitrile). The product is ClCC[C@H](C1=NOC=C1)OC1=C(C#N)C=C(C(=C1)C)F (2-[[(1R)-3-Chloro-1-(3-isoxazolyl)propyl]oxy]-5-fluoro-4-methyl-benzonitrile). Reaction SMILES: [Cl:1][CH2:2][CH2:3][C@@H:4]([C:6]1[CH:10]=[CH:9][O:8][N:7]=1)[OH:5].[F:11][C:12]1[C:13]([CH3:21])=[CH:14][C:15](O)=[C:16]([CH:19]=1)[C:17]#[N:18]>>[Cl:1][CH2:2][CH2:3][C@@H:4]([O:5][C:15]1[CH:14]=[C:13]([CH3:21])[C:12]([F:11])=[CH:19][C:16]=1[C:17]#[N:18])[C:6]1[CH:10]=[CH:9][O:8][N:7]=1. Procedure: The product of step (d) (0.47 g) was reacted with 5-fluoro-2-hydroxy-4-methylbenzonitrile using the procedure described for Example 5(a) to afford the product as a white solid (0.4 g). Starting materials: C(C)(C)(C)OC(NC1=C(C=C(C=C1)C#CC1=CC=C(C=C1)C)[N+](=O)[O-])=O ((2-Nitro-4-p-tolylethynyl-phenyl)-carbamic acid tert.-butyl ester), O.O.Cl[Sn]Cl (SnCl2.2H2O). Product: C(C)(C)(C)OC(NC1=C(C=C(C=C1)C#CC1=CC=C(C=C1)C)N)=O ((2-Amino-4-p-tolylethynyl-phenyl)-carbamic acid tert.-butyl ester). The yield is 97.0%. RXN SMILES: [C:1]([O:5][C:6](=[O:26])[NH:7][C:8]1[CH:13]=[CH:12][C:11]([C:14]#[C:15][C:16]2[CH:21]=[CH:20][C:19]([CH3:22])=[CH:18][CH:17]=2)=[CH:10][C:9]=1[N+:23]([O-])=O)([CH3:4])([CH3:3])[CH3:2].O.O.Cl[Sn]Cl>>[C:1]([O:5][C:6](=[O:26])[NH:7][C:8]1[CH:13]=[CH:12][C:11]([C:14]#[C:15][C:16]2[CH:21]=[CH:20][C:19]([CH3:22])=[CH:18][CH:17]=2)=[CH:10][C:9]=1[NH2:23])([CH3:4])([CH3:2])[CH3:3] |f:1.2.3|. Reported procedure: Prepared from (2-nitro-4-p-tolylethynyl-phenyl)-carbamic acid tert.-butyl ester (Example F4) (640 mg, 1.82 mmol) by reduction with SnCl2.2H2O (2.0 g, 9.1 mmol) according to the general procedure G (method b). Obtained as a beige solid (569 mg). Reactants: O.NN (hydrazine hydrate), FC1=C(C=C(C(=O)O)C=C1)C(F)(F)F (4-fluoro-3-trifluoromethylbenzoic acid), C(C)(=O)O (acetic acid). Run in CS(=O)C (dimethylsulfoxide). Reaction conditions: temperature 100 celsius, time 5 hour. Yields the product N(N)C1=C(C=C(C(=O)O)C=C1)C(F)(F)F (4-Hydrazino-3-trifluoromethylbenzoic acid). As a reaction SMILES: F[C:2]1[CH:10]=[CH:9][C:5]([C:6]([OH:8])=[O:7])=[CH:4][C:3]=1[C:11]([F:14])([F:13])[F:12].O.[NH2:16][NH2:17].C(O)(=O)C>CS(C)=O>[NH:16]([C:2]1[CH:10]=[CH:9][C:5]([C:6]([OH:8])=[O:7])=[CH:4][C:3]=1[C:11]([F:14])([F:13])[F:12])[NH2:17] |f:1.2|. Reported procedure: 7.5 g (36 mmol) of 4-fluoro-3-trifluoromethylbenzoic acid is dissolved in 12 mL dimethylsulfoxide and, after the addition of 15 mL (0.24 mol) of hydrazine hydrate (80%), stirred for 5 hours at 100° C. After cooling, it is combined with ice and acidified with glacial acetic acid. The precipitated product is suction filtered and dried. Yield: 5.3 g (66%). Reactants: Cl (hydrochloric acid), C([O-])(O)=O.[Na+] (sodium bicarbonate), S(=O)([O-])[O-].[Na+].[Na+] (sodium sulphite), C1(=CC=CC2=CC=CC=C12)S(=O)(=O)Cl (naphthalene-1-sulphonyl chloride). Solvent: O (water). Yields the product C1(=CC=CC2=CC=CC=C12)S(=O)O (naphthalene-1-sulphinic acid). The yield is 62.4%. As a reaction SMILES: C(=O)(O)[O-].[Na+].S([O-])([O-])=O.[Na+].[Na+].[C:12]1([S:22](Cl)(=[O:24])=[O:23])[C:21]2[C:16](=[CH:17][CH:18]=[CH:19][CH:20]=2)[CH:15]=[CH:14][CH:13]=1.Cl>O>[C:12]1([S:22]([OH:24])=[O:23])[C:21]2[C:16](=[CH:17][CH:18]=[CH:19][CH:20]=2)[CH:15]=[CH:14][CH:13]=1 |f:0.1,2.3.4|. Reported procedure: To a vigorously stirred solution of sodium bicarbonate (8.4 g, 100 mmol) and anhydrous sodium sulphite (12 g, 95 mmol) in water (50 ml) at 70°-80° C., was added naphthalene-1-sulphonyl chloride (11.5 g, 50 mmol) in portions and with vigorous stirring. The temperature was kept at 70°-80° C. by intermittent heating. When the addition was complete, the mixture was heated and stirred at 70°-80° C. for a further hour. The mixture was then allowed to cool to room temperature over 4 hours and acidified...